Dataset: the Open Reaction Database (ORD), a public repository of structured organic reaction records. Task: describe an organic reaction: reactants, conditions, products, and yield The reactants are C=CCBr, C1CCOC1, CCOC(C)=O, Nc1ccc(F)cc1, [K+], [K+], O=C([O-])[O-], O. Yields the product C=CCNc1ccc(F)cc1. RXN SMILES: [Br:9][CH2:10][CH:11]=[CH2:12].[CH2:20]1[O:21][CH2:22][CH2:23][CH2:24]1.[CH3:25][CH2:26][O:27][C:28]([CH3:29])=[O:30].[F:1][c:2]1[cH:3][cH:4][c:5]([NH2:8])[cH:6][cH:7]1.[K+:13].[K+:14].[O-:15][C:16]([O-:17])=[O:18].[OH2:19]>>[F:1][c:2]1[cH:3][cH:4][c:5]([NH:8][CH2:12][CH:11]=[CH2:10])[cH:6][cH:7]1. The reactants are C(N)(=O)C1=CC=C(C=C1)NC1=NN2C(C=CC=C2N[C@H]2CC[C@H](CC2)NC(OC(C)(C)C)=O)=N1 (tert-Butyl cis-4-(2-(4-carbamoylphenylamino)-[1,2,4]triazolo[1,5-a]pyridin-5-ylamino)cyclohexylcarbamate), C(#N)C1=CC=C(C=C1)NC1=NN2C(C=CC=C2N[C@H]2CC[C@H](CC2)NC(OC(C)(C)C)=O)=N1 (tert-butyl cis-4-(2-(4-cyanophenylamino)-[1,2,4]triazolo[1,5-a]pyridin-5-ylamino)cyclohexylcarbamate), C([O-])([O-])=O.[Na+].[Na+] (sodium carbonate), OO (hydrogen peroxide). Solvent: C(C)O (ethanol), [Cl-].[Na+].O (brine). Conditions: time 8 hour. The product is N[C@H]1CC[C@H](CC1)NC1=CC=CC=2N1N=C(N2)NC2=CC=C(C(=O)N)C=C2 (cis-4-(5-(4-Aminocyclohexylamino)-[1,2,4]triazolo[1,5-a]pyridin-2-ylamino)benzamide). The yield is 81.0%. RXN SMILES: [C:1]([C:4]1[CH:9]=[CH:8][C:7]([NH:10][C:11]2[N:34]=[C:14]3[CH:15]=[CH:16][CH:17]=[C:18]([NH:19][C@@H:20]4[CH2:25][CH2:24][C@H:23]([NH:26]C(=O)OC(C)(C)C)[CH2:22][CH2:21]4)[N:13]3[N:12]=2)=[CH:6][CH:5]=1)(=[O:3])[NH2:2].C(C1C=CC(NC2N=C3C=CC=C(N[C@@H]4CC[C@H](NC(=O)OC(C)(C)C)CC4)N3N=2)=CC=1)#N.C(=O)([O-])[O-].[Na+].[Na+].OO>C(O)C.[Cl-].[Na+].O>[NH2:26][C@@H:23]1[CH2:24][CH2:25][C@H:20]([NH:19][C:18]2[N:13]3[N:12]=[C:11]([NH:10][C:7]4[CH:6]=[CH:5][C:4]([C:1]([NH2:2])=[O:3])=[CH:9][CH:8]=4)[N:34]=[C:14]3[CH:15]=[CH:16][CH:17]=2)[CH2:21][CH2:22]1 |f:2.3.4,7.8.9|. Procedure details: tert-Butyl cis-4-(2-(4-carbamoylphenylamino)-[1,2,4]triazolo[1,5-a]pyridin-5-ylamino)cyclohexylcarbamate. To a pale yellow solution of tert-butyl cis-4-(2-(4-cyanophenylamino)-[1,2,4]triazolo[1,5-a]pyridin-5-ylamino)cyclohexylcarbamate (0.078 g, 0.174 mmol) in ethanol (10 mL) (heated with a heat gun to get the starting material in solution) was added 3 N sodium carbonate (4 mL) and 30% w/w hydrogen peroxide (4 mL) at room temperature. The reaction mixture was stirred overnight at room temperatur... Reactants: ClC(Cl)(Cl)Cl, CCOC(=O)c1cc2cc(S)c(C(C)(C)C)cc2[nH]1, CCOC(C)=O, Cc1ccc(S(=O)(=O)Br)cc1, c1ccncc1. The product is CCOC(=O)c1cc2cc(SS(=O)(=O)c3ccc(C)cc3)c(C(C)(C)C)cc2[nH]1. As a reaction SMILES: [C:37]([Cl:38])([Cl:39])([Cl:40])[Cl:41].[CH2:1]([CH3:2])[O:3][C:4](=[O:5])[c:6]1[nH:7][c:8]2[cH:9][c:10]([C:16]([CH3:17])([CH3:18])[CH3:19])[c:11]([SH:15])[cH:12][c:13]2[cH:14]1.[CH3:42][CH2:43][O:44][C:45]([CH3:46])=[O:47].[S:26](=[O:27])(=[O:28])([c:29]1[cH:30][cH:31][c:32]([CH3:33])[cH:34][cH:35]1)[Br:36].[cH:20]1[cH:21][cH:22][n:23][cH:24][cH:25]1>>[CH2:1]([CH3:2])[O:3][C:4](=[O:5])[c:6]1[nH:7][c:8]2[cH:9][c:10]([C:16]([CH3:17])([CH3:18])[CH3:19])[c:11]([S:15][S:26](=[O:27])(=[O:28])[c:29]3[cH:30][cH:31][c:32]([CH3:33])[cH:34][cH:35]3)[cH:12][c:13]2[cH:14]1. Reactants: O=C1CCC1, CCN(CC)C(=O)c1ccccc1Cn1cncc1I, C1CCOC1, CC(C)[N-]C(C)C, CC(=O)O, [Li]CCCC, CC(C)NC(C)C, [Li+], O. Yields the product CCN(CC)C(=O)c1ccccc1C(n1cncc1I)C1(O)CCC1. Reaction SMILES: [C:41]1(=[O:45])[CH2:42][CH2:43][CH2:44]1.[CH2:21]([CH3:22])[N:23]([C:24]([c:25]1[c:26]([CH2:31][n:32]2[cH:33][n:34][cH:35][c:36]2[I:37])[cH:27][cH:28][cH:29][cH:30]1)=[O:38])[CH2:39][CH3:40].[CH2:46]1[O:47][CH2:48][CH2:49][CH2:50]1.[CH3:14][CH:15]([N-:16][CH:17]([CH3:18])[CH3:19])[CH3:20].[CH3:52][C:53](=[O:54])[OH:55].[CH3:8][CH2:9][CH2:10][CH2:11][Li:12].[CH:1]([NH:2][CH:3]([CH3:4])[CH3:5])([CH3:6])[CH3:7].[Li+:13].[OH2:51]>>[CH2:21]([CH3:22])[N:23]([C:24]([c:25]1[c:26]([CH:31]([n:32]2[cH:33][n:34][cH:35][c:36]2[I:37])[C:41]2([OH:45])[CH2:42][CH2:43][CH2:44]2)[cH:27][cH:28][cH:29][cH:30]1)=[O:38])[CH2:39][CH3:40]. The reactants are BrCCOC1=CC=C(C=C1)C1CCN(CC1)C=1C=CC=2N(N1)C(=NN2)C(F)(F)F (6-[4-[4-(2-bromoethoxy)phenyl]piperidin-1-yl]-3-(trifluoromethyl)-[1,2,4]triazolo[4,3-b]pyridazine), FC(C1=NN=C2N1N=C(C=C2)N2CCC(CC2)C2=CC=C(C=C2)O)(F)F (4-[1-[3-(trifluoromethyl)[1,2,4]triazolo[4,3-b]pyridazin-6-yl]piperidin-4-yl]phenol). As a reaction SMILES: Br[CH2:2][CH2:3][O:4][C:5]1[CH:10]=[CH:9][C:8]([CH:11]2[CH2:16][CH2:15][N:14]([C:17]3[CH:18]=[CH:19][C:20]4[N:21]([C:23]([C:26]([F:29])([F:28])[F:27])=[N:24][N:25]=4)[N:22]=3)[CH2:13][CH2:12]2)=[CH:7][CH:6]=1.FC(F)(F)C1[N:36]2[N:37]=[C:38](N3CCC(C4C=CC(O)=CC=4)CC3)[CH:39]=[CH:40]C2=NN=1>>[N:37]1([CH2:2][CH2:3][O:4][C:5]2[CH:10]=[CH:9][C:8]([CH:11]3[CH2:16][CH2:15][N:14]([C:17]4[CH:18]=[CH:19][C:20]5[N:21]([C:23]([C:26]([F:29])([F:28])[F:27])=[N:24][N:25]=5)[N:22]=4)[CH2:13][CH2:12]3)=[CH:7][CH:6]=2)[CH:38]=[CH:39][CH:40]=[N:36]1. Reported procedure: The starting 6-[4-[4-(2-bromoethoxy)phenyl]piperidin-1-yl]-3-(trifluoromethyl)-[1,2,4]triazolo[4,3-b]pyridazine was obtained in 29% yield by an analogous method to Example 847, preparation of starting materials, starting from 4-[4-[3-(trifluoromethyl)[1,2,4]triazolo[4,3-b]pyridazin-6-yl]piperidin-1-yl]phenol (obtained as described in Example 513, preparation of starting materials). Product: N1(N=CC=C1)CCOC1=CC=C(C=C1)C1CCN(CC1)C=1C=CC=2N(N1)C(=NN2)C(F)(F)F (6-[4-[4-[2-(1H-pyrazol-1-yl)ethoxy]phenyl]piperidin-1-yl]-3-(trifluoromethyl)[1,2,4]triazolo[4,3-b]pyridazine). The reactants are Cn1cccc1C(=O)c1ccccc1, BrC1CC1, [Cl-], [Mg], [NH4+], C1CCOC1, O. Yields the product Cn1cccc1C(O)(c1ccccc1)C1CC1. RXN SMILES: [CH3:6][n:7]1[c:8]([C:12](=[O:13])[c:14]2[cH:15][cH:16][cH:17][cH:18][cH:19]2)[cH:9][cH:10][cH:11]1.[CH:2]1([Br:5])[CH2:3][CH2:4]1.[Cl-:20].[Mg:1].[NH4+:21].[O:22]1[CH2:23][CH2:24][CH2:25][CH2:26]1.[OH2:27]>>[CH:2]1([C:12]([c:8]2[n:7]([CH3:6])[cH:11][cH:10][cH:9]2)([OH:13])[c:14]2[cH:15][cH:16][cH:17][cH:18][cH:19]2)[CH2:3][CH2:4]1. Reactants: Br, CCOC(=O)c1csc(Nc2ccc(Cl)cc2)n1, O=C(Cl)c1ccc(Cl)cc1Cl, ClCCl. Product: CCOC(=O)c1csc(N(C(=O)c2ccc(Cl)cc2Cl)c2ccc(Cl)cc2)n1. RXN SMILES: [BrH:19].[CH2:1]([CH3:2])[O:3][C:4](=[O:5])[c:6]1[n:7][c:8]([NH:11][c:12]2[cH:13][cH:14][c:15]([Cl:18])[cH:16][cH:17]2)[s:9][cH:10]1.[Cl:20][c:21]1[c:22]([C:23](=[O:24])[Cl:25])[cH:26][cH:27][c:28]([Cl:30])[cH:29]1.[Cl:31][CH2:32][Cl:33]>>[CH2:1]([CH3:2])[O:3][C:4](=[O:5])[c:6]1[n:7][c:8]([N:11]([c:12]2[cH:13][cH:14][c:15]([Cl:18])[cH:16][cH:17]2)[C:23]([c:22]2[c:21]([Cl:20])[cH:29][c:28]([Cl:30])[cH:27][cH:26]2)=[O:24])[s:9][cH:10]1. Starting materials: [C@@H]1(C=C[C@@H](CO)O1)N1C(=O)NC(=O)C(C)=C1 (2′,3′-didehydro-3′-deoxythymidine), CN1CCCN(C1=O)C (DMPU). Solvent: CC(=O)C (acetone). Reaction conditions: temperature 56 celsius, time 15 minute. Product: CC1=CN(C(=O)NC1=O)[C@H]2C=C[C@H](O2)CO.CN1CCCN(C1=O)C (Stavudine DMPU). The yield is 87.5%. As a reaction SMILES: [C@@H:1]1([N:8]2[CH:16]=[C:14]([CH3:15])[C:12](=[O:13])[NH:11][C:9]2=[O:10])[O:7][C@H:4]([CH2:5][OH:6])[CH:3]=[CH:2]1.[CH3:17][N:18]1[C:23](=[O:24])[N:22]([CH3:25])[CH2:21][CH2:20][CH2:19]1>CC(C)=O>[CH3:15][C:14]1[C:12](=[O:13])[NH:11][C:9](=[O:10])[N:8]([C@@H:1]2[O:7][C@H:4]([CH2:5][OH:6])[CH:3]=[CH:2]2)[CH:16]=1.[CH3:17][N:18]1[C:23](=[O:24])[N:22]([CH3:25])[CH2:21][CH2:20][CH2:19]1 |f:3.4|. Procedure details: Crude Stavudine (25 g, 97.7% pure, 0.1116 mole), DMPU (37.5 g, 1.5 parts) are added to acetone (50 ml) and heated to 56° C. for dissolution. The obtained solution is stirred for 15 min. at 56° C. and cooled to 6-8° C. The precipitated product is filtered, washed with acetone and dried to give 34.4 g of Stavudine DMPU solvate (87.5%) with a chromatographic purity 99.93%.